Task: describe an organic reaction: reactants, conditions, products, and yield. Dataset: the Open Reaction Database (ORD), a public repository of structured organic reaction records The yield is 79.0%. The reactants are COC(C1=CN=CC=C1NC1=NC(=NC2=C1CC(C2)(C)C)C2=C(C=CC(=C2)Cl)F)=O (4-[2-(5-Chloro-2-fluoro-phenyl)-6,6-dimethyl-6,7-dihydro-5H-cyclopentapyrimidin-4-ylamino]-nicotinic acid methyl ester), [OH-].[Na+] (NaOH), Cl (HCl). Solvent: O1CCOCC1 (dioxane). Reaction conditions: temperature 60 celsius. Reported procedure: To a solution of 4-[2-(5-Chloro-2-fluoro-phenyl)-6,6-dimethyl-6,7-dihydro-5H-cyclopentapyrimidin-4-ylamino]-nicotinic acid methyl ester (178 mg, 0.42 mmol) in dioxane (10 mL) was added NaOH (aq.) (451 μL, 0.44 mmol, 0.97N solution). The mixture was heated at 60° C. for 1 h, then cooled, and HCl (aq.) (425 μL, 0.44 mmol, 1.03N solution) was added. On addition, the acid precipitated from solution and was filtered and dried in vacuo, to give 137 mg of product. Product: ClC=1C=CC(=C(C1)C1=NC2=C(C(=N1)NC1=CC=NC=C1C(=O)O)CC(C2)(C)C)F (4-[2-(5-Chloro-2-fluoro-phenyl)-6,6-dimethyl-6,7-dihydro-5H-cyclopentapyrimidin-4-ylamino]-nicotinic acid). Reaction SMILES: C[O:2][C:3](=[O:30])[C:4]1[C:9]([NH:10][C:11]2[C:16]3[CH2:17][C:18]([CH3:21])([CH3:20])[CH2:19][C:15]=3[N:14]=[C:13]([C:22]3[CH:27]=[C:26]([Cl:28])[CH:25]=[CH:24][C:23]=3[F:29])[N:12]=2)=[CH:8][CH:7]=[N:6][CH:5]=1.[OH-].[Na+].Cl>O1CCOCC1>[Cl:28][C:26]1[CH:25]=[CH:24][C:23]([F:29])=[C:22]([C:13]2[N:12]=[C:11]([NH:10][C:9]3[C:4]([C:3]([OH:30])=[O:2])=[CH:5][N:6]=[CH:7][CH:8]=3)[C:16]3[CH2:17][C:18]([CH3:20])([CH3:21])[CH2:19][C:15]=3[N:14]=2)[CH:27]=1 |f:1.2|. Reactants: O=C([O-])O, ClCCl, CCOC(C)=O, O=C(OI(OC(=O)C(F)(F)F)c1ccccc1)C(F)(F)F, I, [Na+], [Na+], [Na+], O=S([O-])([O-])=S, COC(=O)c1cccs1. The product is COC(=O)c1ccc(I)s1. Reaction SMILES: [C:32](=[O:33])([OH:34])[O-:35].[CH2:44]([Cl:45])[Cl:46].[CH3:47][CH2:48][O:49][C:50](=[O:51])[CH3:52].[F:11][C:12]([F:13])([F:14])[C:15]([O:17][I:16]([c:18]1[cH:19][cH:20][cH:21][cH:22][cH:23]1)[O:24][C:25](=[O:26])[C:27]([F:28])([F:29])[F:30])=[O:31].[I:10].[Na+:36].[Na+:42].[Na+:43].[S:37]([O-:38])([O-:39])(=[O:40])=[S:41].[s:1]1[c:2]([C:6](=[O:7])[O:8][CH3:9])[cH:3][cH:4][cH:5]1>>[s:1]1[c:2]([C:6](=[O:7])[O:8][CH3:9])[cH:3][cH:4][c:5]1[I:16]. Reactants: F\C(\CO)=C(\C=C\C1=C(SC(=C1C)C)C)/C (2E,4E-2-fluoro-3-methyl-5-(2,4,5-trimethyl-3-thienyl)-2,4-pentadien-1-ol), alcohol. The reagents and catalysts are [O-2].[O-2].[Mn+4] (manganese dioxide). Solvent: C(Cl)Cl (methylene chloride), CCOCC (ether), C(Cl)Cl (methylene chloride). Run at temperature 25 celsius, time 14 hour. Yields the product F\C(\C=O)=C(\C=C\C1=C(SC(=C1C)C)C)/C (2E,4E-2-fluoro-3-methyl-5-(2,4,5-trimethyl-3-thienyl)-2,4-pentadien-1-al). Reaction SMILES: [F:1]/[C:2](=[C:5](\[CH3:16])/[CH:6]=[CH:7]/[C:8]1[C:12]([CH3:13])=[C:11]([CH3:14])[S:10][C:9]=1[CH3:15])/[CH2:3][OH:4]>CCOCC.C(Cl)Cl.[O-2].[O-2].[Mn+4]>[F:1]/[C:2](=[C:5](\[CH3:16])/[CH:6]=[CH:7]/[C:8]1[C:12]([CH3:13])=[C:11]([CH3:14])[S:10][C:9]=1[CH3:15])/[CH:3]=[O:4] |f:3.4.5|. Reported procedure: The solution of 2E,4E-2-fluoro-3-methyl-5-(2,4,5-trimethyl-3-thienyl)-2,4-pentadien-1-ol in ether and methylene chloride was added to a rapidly stirred suspension of 40 g. of activated manganese dioxide in methylene chloride. After 14 hours of stirring at 25° C., thin layer chromatography indicated that no starting alcohol remained. The manganese dioxide was removed by filtration through Celite. The filtrate containing 2E,4E-2-fluoro-3-methyl-5-(2,4,5-trimethyl-3-thienyl)-2,4-pentadien-1-al was ...